From a dataset of the Open Reaction Database (ORD), a public repository of structured organic reaction records. describe an organic reaction: reactants, conditions, products, and yield The reactants are CCCc1c(OCC(O)COc2cccc(NC(=O)c3nnnn3Cc3ccc(OC)cc3)c2C#N)ccc(C(C)=O)c1O, COc1ccccc1, CC(C)=O, OCCN(CCO)CCO, O=C(O)C(F)(F)F. Yields the product CCCc1c(OCC(O)COc2cccc(NC(=O)c3nnn[nH]3)c2C#N)ccc(C(C)=O)c1O. As a reaction SMILES: [C:1]([CH3:2])(=[O:3])[c:4]1[c:5]([OH:44])[c:6]([CH2:41][CH2:42][CH3:43])[c:7]([O:8][CH2:9][CH:10]([CH2:11][O:12][c:13]2[c:14]([C:36]#[N:37])[c:15]([NH:19][C:20](=[O:21])[c:22]3[n:23][n:24][n:25][n:26]3[CH2:27][c:28]3[cH:29][cH:30][c:31]([O:32][CH3:33])[cH:34][cH:35]3)[cH:16][cH:17][cH:18]2)[OH:38])[cH:39][cH:40]1.[CH3:62][O:63][c:64]1[cH:65][cH:66][cH:67][cH:68][cH:69]1.[CH3:70][C:71](=[O:72])[CH3:73].[OH:45][CH2:46][CH2:47][N:48]([CH2:49][CH2:50][OH:51])[CH2:52][CH2:53][OH:54].[OH:55][C:56]([C:57]([F:58])([F:59])[F:60])=[O:61]>>[C:1]([CH3:2])(=[O:3])[c:4]1[c:5]([OH:44])[c:6]([CH2:41][CH2:42][CH3:43])[c:7]([O:8][CH2:9][CH:10]([CH2:11][O:12][c:13]2[c:14]([C:36]#[N:37])[c:15]([NH:19][C:20](=[O:21])[c:22]3[n:23][n:24][n:25][nH:26]3)[cH:16][cH:17][cH:18]2)[OH:38])[cH:39][cH:40]1. Starting materials: CCOC(=O)c1c[nH]c2cccc(C)c2c1=O, Cl, [Na+], [OH-]. Product: Cc1cccc2[nH]cc(C(=O)O)c(=O)c12. As a reaction SMILES: [CH3:1][c:2]1[c:3]2[c:4](=[O:17])[c:5]([C:12](=[O:13])[O:14][CH2:15][CH3:16])[cH:6][nH:7][c:8]2[cH:9][cH:10][cH:11]1.[ClH:20].[Na+:19].[OH-:18]>>[CH3:1][c:2]1[c:3]2[c:4](=[O:17])[c:5]([C:12](=[O:13])[OH:14])[cH:6][nH:7][c:8]2[cH:9][cH:10][cH:11]1.